The task is: describe an organic reaction: reactants, conditions, products, and yield. This data is from the Open Reaction Database (ORD), a public repository of structured organic reaction records. The reactants are C1(CC(CCC1)=O)=O (1,3-Cyclohexanedione), C([O-])([O-])=O.[K+].[K+] (potassium carbonate), C(C1=CC=CC=C1)(=O)Cl (benzoylchloride), C([O-])([O-])=O.[K+].[K+] (Potassium carbonate), N1N=CN=C1 (1,2,4-triazole). Run in C(C)#N (acetonitrile). Run at temperature 35 celsius, time 3 hour. The product is C(C1=CC=CC=C1)(=O)C1C(CCCC1=O)=O (2-benzoyl-1,3-cyclohexanedione). Isolated yield 90.0%. RXN SMILES: [C:1]1(=[O:8])[CH2:6][CH2:5][CH2:4][C:3](=[O:7])[CH2:2]1.C(=O)([O-])[O-].[K+].[K+].[C:15](Cl)(=[O:22])[C:16]1[CH:21]=[CH:20][CH:19]=[CH:18][CH:17]=1.N1C=NC=N1>C(#N)C>[C:15]([CH:2]1[C:3](=[O:7])[CH2:4][CH2:5][CH2:6][C:1]1=[O:8])(=[O:22])[C:16]1[CH:21]=[CH:20][CH:19]=[CH:18][CH:17]=1 |f:1.2.3|. Procedure details: A mixture of 1,3-Cyclohexanedione (2.31 g), potassium carbonate (1.5 g) and acetonitrile (20 ml) were stirred at 35° C. for 3 hrs. To the resulting suspension was added benzoylchloride (1.5 g) over a few minutes and the mixture was stirred for 30 minutes. Potassium carbonate (2 g) and 1,2,4-triazole (0.035 g) were then added and the mixture was stirred at 35° C. for 16 hrs. After this time the reaction mixture was evaporated under reduced pressure, the mixture dissolved in water and acidified wi...